Dataset: the Open Reaction Database (ORD), a public repository of structured organic reaction records. Task: describe an organic reaction: reactants, conditions, products, and yield Reactants: C(OC)COC (dimethoxyethane), C(C)OC(CCCOC1=C(C(=CC=C1)CCCCCCOC1=CC(=CC(=C1)OCC)Br)CCC(=O)OCC)=O (4-[3-[6-(3-bromo-5-ethoxy-phenoxy)-hexyl]-2-(2-ethoxycarbonyl-ethyl)-phenoxy]-butyric acid ethyl ester), C1OC=2C=C(C=CC2O1)B(O)O (3,4-methylenedioxybenzeneboronic acid), C([O-])([O-])=O.[Cs+].[Cs+] (cesium carbonate). Reagents/catalysts: C1=CC=C(C=C1)P([C-]2C=CC=C2)C3=CC=CC=C3.C1=CC=C(C=C1)P([C-]2C=CC=C2)C3=CC=CC=C3.Cl[Pd]Cl.[Fe+2] ([1,1′-bis(diphenylphosphino)ferrocene]dichloropalladium(II)). The solvent is O (water), C(C)(=O)OCC (ethyl acetate). Conditions: temperature 96 celsius, time 15 hour. Product: C(C)OC(CCCOC1=C(C(=CC=C1)CCCCCCOC1=CC(=CC(=C1)OCC)C1=CC2=C(OCO2)C=C1)CCC(=O)OCC)=O (4-[3-[6-(3-benzo[1,3]dioxol-5-yl-5-ethoxy-phenoxy)-hexyl]-2-(2-ethoxycarbonyl-ethyl)-phenoxy]-butyric acid ethyl ester). The yield is 99.7%. Reaction SMILES: [CH2:1]([O:3][C:4](=[O:39])[CH2:5][CH2:6][CH2:7][O:8][C:9]1[CH:14]=[CH:13][CH:12]=[C:11]([CH2:15][CH2:16][CH2:17][CH2:18][CH2:19][CH2:20][O:21][C:22]2[CH:27]=[C:26]([O:28][CH2:29][CH3:30])[CH:25]=[C:24](Br)[CH:23]=2)[C:10]=1[CH2:32][CH2:33][C:34]([O:36][CH2:37][CH3:38])=[O:35])[CH3:2].[CH2:40]1[O:48][C:47]2[CH:46]=[CH:45][C:44](B(O)O)=[CH:43][C:42]=2[O:41]1.C(=O)([O-])[O-].[Cs+].[Cs+].C(COC)OC>O.C(OCC)(=O)C.C1C=CC(P(C2C=CC=CC=2)[C-]2C=CC=C2)=CC=1.C1C=CC(P(C2C=CC=CC=2)[C-]2C=CC=C2)=CC=1.Cl[Pd]Cl.[Fe+2]>[CH2:1]([O:3][C:4](=[O:39])[CH2:5][CH2:6][CH2:7][O:8][C:9]1[CH:14]=[CH:13][CH:12]=[C:11]([CH2:15][CH2:16][CH2:17][CH2:18][CH2:19][CH2:20][O:21][C:22]2[CH:27]=[C:26]([O:28][CH2:29][CH3:30])[CH:25]=[C:24]([C:45]3[CH:44]=[CH:43][C:42]4[O:41][CH2:40][O:48][C:47]=4[CH:46]=3)[CH:23]=2)[C:10]=1[CH2:32][CH2:33][C:34]([O:36][CH2:37][CH3:38])=[O:35])[CH3:2] |f:2.3.4,8.9.10.11|. Procedure details: To a mixture of 4-[3-[6-(3-bromo-5-ethoxy-phenoxy)-hexyl]-2-(2-ethoxycarbonyl-ethyl)-phenoxy]-butyric acid ethyl ester (155 mg, 0.255 mmol), 3,4-methylenedioxybenzeneboronic acid (85 mg, 0.51 mmol), [1,1′-bis(diphenylphosphino)ferrocene]dichloropalladium(II) (73 mg, 0.1 mmol), and cesium carbonate (166 mg, 0.51 mmol) was added dimethoxyethane (10 mL) at room temperature under nitrogen atmosphere. The resulting brown reaction mixture was heated to 96° C. and stirred for 15 h at which time the TLC... The reactants are COC1=CC=C(C=C1)C=1OC(=C(N1)COC1OCCCC1)COC1=CC(=C(C#N)C=C1)C (4-[2-(4-Methoxy-phenyl)-4-(tetrahydro-pyran-2-yloxymethyl)-oxazol-5-ylmethoxy]-2-methyl-benzonitrile), O.C1(=CC=C(C=C1)S(=O)(=O)O)C (p-toluenesulfonic acid monohydrate). The solvent is CO (methanol). Run at time 1 hour. The product is OCC=1N=C(OC1COC1=CC(=C(C#N)C=C1)C)C1=CC=C(C=C1)OC (4-[4-hydroxymethyl-2-(4-methoxy-phenyl)-oxazol-5-ylmethoxy]-2-methyl-benzonitrile). Yield: 85.3%. As a reaction SMILES: [CH3:1][O:2][C:3]1[CH:8]=[CH:7][C:6]([C:9]2[O:10][C:11]([CH2:22][O:23][C:24]3[CH:31]=[CH:30][C:27]([C:28]#[N:29])=[C:26]([CH3:32])[CH:25]=3)=[C:12]([CH2:14][O:15]C3CCCCO3)[N:13]=2)=[CH:5][CH:4]=1.O.C1(C)C=CC(S(O)(=O)=O)=CC=1>CO>[OH:15][CH2:14][C:12]1[N:13]=[C:9]([C:6]2[CH:5]=[CH:4][C:3]([O:2][CH3:1])=[CH:8][CH:7]=2)[O:10][C:11]=1[CH2:22][O:23][C:24]1[CH:31]=[CH:30][C:27]([C:28]#[N:29])=[C:26]([CH3:32])[CH:25]=1 |f:1.2|. Procedure details: 5.96 g 4-[2-(4-Methoxy-phenyl)-4-(tetrahydro-pyran-2-yloxymethyl)-oxazol-5-ylmethoxy]-2-methyl-benzonitrile were dissolved in 100 ml methanol. 522 mg p-toluenesulfonic acid monohydrate were added and the reaction mixture stirred at room temperature for one hour. The solvent was removed in vacuo. The residue was dissolved in 150 ml ethyl acetate and washed with 80 ml saturated NaHCO3 solution and brine. The organic phase was dried over MgSO4 and the solvent was evaporated in vacuo to obtain 4.1 g... Reactants: N1=CC(=CC=C1)C1(CN(CC1)C(C1=CC(=C(C(=C1)OC)OC)OC)=O)CCCS(=O)(=O)[O-] (2-[3-(pyridin-3-yl)-1-(3,4,5-trimethoxy-benzoyl)-pyrrolidin-3-yl]-ethyl-methanesulfonate), Cl.C1(=CC=CC=C1)C1(CCNCC1)C(=O)N (4-phenyl-piperidine-4-carboxylic acid amide hydrochloride). Yields the product N1=CC(=CC=C1)C1(CN(CC1)C(C1=CC(=C(C(=C1)OC)OC)OC)=O)CCN1CCC(CC1)(C(=O)N)C1=CC=CC=C1 (1-[2-[3-(pyridin-3-yl)-1-(3,4,5-trimethoxy-benzoyl)-pyrrolidin-3-yl]-ethyl]-4-phenyl-piperidine-4-carboxylic acid amide). RXN SMILES: [N:1]1[CH:6]=[CH:5][CH:4]=[C:3]([C:7]2([CH2:26][CH2:27]CS([O-])(=O)=O)[CH2:11][CH2:10][N:9]([C:12](=[O:25])[C:13]3[CH:18]=[C:17]([O:19][CH3:20])[C:16]([O:21][CH3:22])=[C:15]([O:23][CH3:24])[CH:14]=3)[CH2:8]2)[CH:2]=1.Cl.[C:34]1([C:40]2([C:46]([NH2:48])=[O:47])[CH2:45][CH2:44][NH:43][CH2:42][CH2:41]2)[CH:39]=[CH:38][CH:37]=[CH:36][CH:35]=1>>[N:1]1[CH:6]=[CH:5][CH:4]=[C:3]([C:7]2([CH2:26][CH2:27][N:43]3[CH2:42][CH2:41][C:40]([C:34]4[CH:35]=[CH:36][CH:37]=[CH:38][CH:39]=4)([C:46]([NH2:48])=[O:47])[CH2:45][CH2:44]3)[CH2:11][CH2:10][N:9]([C:12](=[O:25])[C:13]3[CH:18]=[C:17]([O:19][CH3:20])[C:16]([O:21][CH3:22])=[C:15]([O:23][CH3:24])[CH:14]=3)[CH2:8]2)[CH:2]=1 |f:1.2|. Procedure: Prepare by the method of example 3.3 using 2-[3-(pyridin-3-yl)-1-(3,4,5-trimethoxy-benzoyl)-pyrrolidin-3-yl]-ethyl-methanesulfonate (8 mmol) and 4-phenyl-piperidine-4-carboxylic acid amide hydrochloride (12 mmol). Chromatograph on silica gel to give the title compound.